describe an organic reaction: reactants, conditions, products, and yield From a dataset of the Open Reaction Database (ORD), a public repository of structured organic reaction records. The reactants are ClC1=NC=CC(=N1)C1=CC=C(N(C)C)C=C1 (4-(2-chloropyrimidin-4-yl)-N,N-dimethylaniline), CN1C(=NN=C1)C1=CC=C(N)C=C1 (4-(4-methyl-4H-1,2,4-triazol-3-yl)aniline), CN(C)C1=CC=CC=C1C2=CC=CC=C2P(C3CCCCC3)C4CCCCC4 (Davephos), NaO′Bu. The reagents and catalysts are C=1C=CC(=CC1)/C=C/C(=O)/C=C/C2=CC=CC=C2.C=1C=CC(=CC1)/C=C/C(=O)/C=C/C2=CC=CC=C2.C=1C=CC(=CC1)/C=C/C(=O)/C=C/C2=CC=CC=C2.[Pd].[Pd] (Pd2(dba)3). Solvent: COCCOC (DME). Run at temperature 140 celsius. Product: CN(C1=CC=C(C=C1)C1=NC(=NC=C1)NC1=CC=C(C=C1)C1=NN=CN1C)C (4-(4-(dimethylamino)phenyl)-N-(4-(4-methyl-4H-1,2,4-triazol-3-yl)phenyl)pyrimidin-2-amine). RXN SMILES: Cl[C:2]1[N:7]=[C:6]([C:8]2[CH:16]=[CH:15][C:11]([N:12]([CH3:14])[CH3:13])=[CH:10][CH:9]=2)[CH:5]=[CH:4][N:3]=1.[CH3:17][N:18]1[CH:22]=[N:21][N:20]=[C:19]1[C:23]1[CH:29]=[CH:28][C:26]([NH2:27])=[CH:25][CH:24]=1.CN(C1C(C2C(P(C3CCCCC3)C3CCCCC3)=CC=CC=2)=CC=CC=1)C>C1C=CC(/C=C/C(/C=C/C2C=CC=CC=2)=O)=CC=1.C1C=CC(/C=C/C(/C=C/C2C=CC=CC=2)=O)=CC=1.C1C=CC(/C=C/C(/C=C/C2C=CC=CC=2)=O)=CC=1.[Pd].[Pd].COCCOC>[CH3:13][N:12]([CH3:14])[C:11]1[CH:15]=[CH:16][C:8]([C:6]2[CH:5]=[CH:4][N:3]=[C:2]([NH:27][C:26]3[CH:25]=[CH:24][C:23]([C:19]4[N:18]([CH3:17])[CH:22]=[N:21][N:20]=4)=[CH:29][CH:28]=3)[N:7]=2)=[CH:9][CH:10]=1 |f:3.4.5.6.7|. Procedure details: A mixture of 4-(2-chloropyrimidin-4-yl)-N,N-dimethylaniline (50 mg, 0.2 mmol) [obtained from 4-(dimethylamino)phenylboronic acid and 2,4-dicholorpyrimidine by following procedure B], 4-(4-methyl-4H-1,2,4-triazol-3-yl)aniline (45 mg, 0.25 mmol), Davephos (3 mg, 0.006 mmol), Pd2(dba)3 (2 mg, 0.002 mmol), NaO′Bu (30 mg, 0.28 mmol) and DME (1.0 mL) was placed in a sealed tube and heated to 140° C. in a microwave for 30 min. The reaction mixture was cooled, filtered through a pad of Celite, washed wi... RXN SMILES: [F:1][C:2]1[C:10]([F:11])=[C:9]([F:12])[CH:8]=[C:7]([F:13])[C:3]=1[C:4](O)=[O:5].S(Cl)([Cl:16])=O>>[F:1][C:2]1[C:10]([F:11])=[C:9]([F:12])[CH:8]=[C:7]([F:13])[C:3]=1[C:4]([Cl:16])=[O:5]. Starting materials: FC1=C(C(=O)O)C(=CC(=C1F)F)F (2,3,4,6-tetrafluorobenzoic acid), S(=O)(Cl)Cl (thionyl chloride). Reported procedure: 38.8 g of 2,3,4,6-tetrafluorobenzoic acid, a known compound, was treated with thionyl chloride to give 36 g of 2,3,4,6-tetrafluorobenzoyl chloride as an oil. b.p. 87°-89° C. (36 mmHg). Yields the product FC1=C(C(=O)Cl)C(=CC(=C1F)F)F (2,3,4,6-tetrafluorobenzoyl chloride). Reactants: C(C)(=O)OCCCNC([C@@H](CC1=CC=CC=C1)N(C)C(=O)OC(C)(C)C)=O (3-((2R)-2-(N-tert-butoxycarbonyl-N-methylamino)-3-phenyl-propionylamino)propyl acetate), FC(C(=O)O)(F)F (Trifluoroacetic acid). The solvent is ClCCl (dichloromethane). Conditions: time 10 minute. Yields the product C(C)(=O)OCCCNC([C@@H](CC1=CC=CC=C1)NC)=O (3-((2R)-2-(methylamino)-3-phenylpropionylamino)propyl acetate). Yield: 94.9%. Reaction SMILES: [C:1]([O:4][CH2:5][CH2:6][CH2:7][NH:8][C:9](=[O:27])[C@H:10]([N:18](C(OC(C)(C)C)=O)[CH3:19])[CH2:11][C:12]1[CH:17]=[CH:16][CH:15]=[CH:14][CH:13]=1)(=[O:3])[CH3:2].FC(F)(F)C(O)=O>ClCCl>[C:1]([O:4][CH2:5][CH2:6][CH2:7][NH:8][C:9](=[O:27])[C@H:10]([NH:18][CH3:19])[CH2:11][C:12]1[CH:13]=[CH:14][CH:15]=[CH:16][CH:17]=1)(=[O:3])[CH3:2]. Procedure: A solution of 3-((2R)-2-(N-tert-butoxycarbonyl-N-methylamino)-3-phenyl-propionylamino)propyl acetate (862 mg, 2.28 mmol) in dichloromethane (3 mL) was cooled to 0° C. Trifluoroacetic acid (3 mL) was added. The solution was stirred for 10 min. The solvents were removed in vacuo without warming. The residue was dissolved in dichloromethane (50 mL) and the solvent was removed in vacuo. The procedure was repeated twice. The crude product was purified by flash chromatography on silica (70 g) with dic... The reactants are N1=C(C=CC=C1)CC#N (2-Pyridylacetonitrile), C(CCC)[Sn](CCCC)(CCCC)N=[N+]=[N-] (tributyltin azide). Run in O1CCOCC1 (p-dioxane). Product: N1=C(C=CC=C1)CC1=NN=NN1 (5-(2-Pyridylmethyl)-1H-tetrazole). Reaction SMILES: [N:1]1[CH:6]=[CH:5][CH:4]=[CH:3][C:2]=1[CH2:7][C:8]#[N:9].C([Sn]([N:23]=[N+:24]=[N-:25])(CCCC)CCCC)CCC>O1CCOCC1>[N:1]1[CH:6]=[CH:5][CH:4]=[CH:3][C:2]=1[CH2:7][C:8]1[NH:25][N:24]=[N:23][N:9]=1. Procedure details: 2-Pyridylacetonitrile (10.0 g; 0.084 moles) was dissolved in p-dioxane (200 mL) and then treated with tributyltin azide (30.9 g; 0.093 moles) in one portion. The solution was refluxed for 20 hours, cooled to room temperature, and then concentrated in vacuo. The viscous syrup was taken up in ethyl ether and treated with gaseous HCl for over 15 minutes, affording a maroon-colored precipitate that was recrystallized from ethanol. Yield: 9.1 g (55%). As a reaction SMILES: [Al+3:2].[C:8](=[O:9])([O:10][CH2:11][CH3:12])[CH2:13][CH2:14][c:15]1[cH:16][c:17](=[O:27])[o:18][c:19]2[c:20]1[cH:21][cH:22][c:23]([O:25][CH3:26])[cH:24]2.[CH2:5]([SH:6])[CH3:7].[Cl-:1].[Cl-:3].[Cl-:4].[Cl:28][CH2:29][Cl:30]>>[C:8](=[O:9])([O:10][CH2:11][CH3:12])[CH2:13][CH2:14][c:15]1[cH:16][c:17](=[O:27])[o:18][c:19]2[c:20]1[cH:21][cH:22][c:23]([OH:25])[cH:24]2. The product is CCOC(=O)CCc1cc(=O)oc2cc(O)ccc12. Reactants: [Al+3], CCOC(=O)CCc1cc(=O)oc2cc(OC)ccc12, CCS, [Cl-], [Cl-], [Cl-], ClCCl. Yields the product COc1cc2ncc(Cl)c(Br)c2cc1OC. Starting materials: [Br-], [Br-], CC#N, COc1cc2ncc(Cl)c(O)c2cc1OC, c1ccc(P(c2ccccc2)c2ccccc2)cc1. As a reaction SMILES: [Br-:1].[Br-:2].[CH3:38][C:39]#[N:40].[Cl:22][c:23]1[cH:24][n:25][c:26]2[cH:27][c:28]([O:36][CH3:37])[c:29]([O:34][CH3:35])[cH:30][c:31]2[c:32]1[OH:33].[c:3]1([P:4]([c:5]2[cH:6][cH:7][cH:8][cH:9][cH:10]2)[c:11]2[cH:12][cH:13][cH:14][cH:15][cH:16]2)[cH:17][cH:18][cH:19][cH:20][cH:21]1>>[Br:1][c:32]1[c:23]([Cl:22])[cH:24][n:25][c:26]2[cH:27][c:28]([O:36][CH3:37])[c:29]([O:34][CH3:35])[cH:30][c:31]21. Starting materials: COC(=O)CBr, CC(C)=O, [K+], [K+], O=C([O-])[O-], CS(=O)(=O)NCc1cccc(O)c1. Yields the product COC(=O)COc1cccc(CNS(C)(=O)=O)c1. Reaction SMILES: [Br:14][CH2:15][C:16](=[O:17])[O:18][CH3:19].[CH3:26][C:27](=[O:28])[CH3:29].[K+:20].[K+:21].[O-:22][C:23]([O-:24])=[O:25].[OH:1][c:2]1[cH:3][c:4]([CH2:5][NH:6][S:7](=[O:8])(=[O:9])[CH3:10])[cH:11][cH:12][cH:13]1>>[O:1]([c:2]1[cH:3][c:4]([CH2:5][NH:6][S:7](=[O:8])(=[O:9])[CH3:10])[cH:11][cH:12][cH:13]1)[CH2:15][C:16](=[O:17])[O:18][CH3:19].